Dataset: the Open Reaction Database (ORD), a public repository of structured organic reaction records. Task: describe an organic reaction: reactants, conditions, products, and yield Starting materials: COc1ccccc1C1(Cl)C(=O)Nc2ccc(Cl)cc21, COC(=O)C1CC(F)CN1C1(c2ccccc2OC)C(=O)N(S(=O)(=O)c2ccc(OC)cc2OC(F)(F)F)c2ccc(Cl)cc21. Product: COC(=O)C1CC(F)CN1C1(c2ccccc2OC)C(=O)Nc2ccc(Cl)cc21. As a reaction SMILES: [Cl:1][C:2]1([c:3]2[cH:4][cH:5][cH:6][cH:7][c:8]2[O:9][CH3:10])[c:11]2[c:12]([cH:13][cH:14][c:15]([Cl:16])[cH:17]2)[NH:18][C:19]1=[O:20].[Cl:21][c:22]1[cH:23][c:24]2[c:28]([cH:29][cH:30]1)[N:27]([S:31]([c:32]1[cH:33][cH:34][c:35]([O:36][CH3:37])[cH:38][c:39]1[O:40][C:41]([F:42])([F:43])[F:44])(=[O:45])=[O:46])[C:26](=[O:47])[C:25]2([c:48]1[c:49]([O:54][CH3:55])[cH:50][cH:51][cH:52][cH:53]1)[N:56]1[CH:57]([C:58](=[O:59])[O:60][CH3:61])[CH2:62][CH:63]([F:65])[CH2:64]1>>[Cl:21][c:22]1[cH:23][c:24]2[c:28]([cH:29][cH:30]1)[NH:27][C:26](=[O:47])[C:25]2([c:48]1[c:49]([O:54][CH3:55])[cH:50][cH:51][cH:52][cH:53]1)[N:56]1[CH:57]([C:58](=[O:59])[O:60][CH3:61])[CH2:62][CH:63]([F:65])[CH2:64]1.